This data is from the Open Reaction Database (ORD), a public repository of structured organic reaction records. The task is: describe an organic reaction: reactants, conditions, products, and yield Reactants: COC1=CC=C(C(=O)N)C=C1 (4-Methoxybenzamide), ClSCl (chlorosulfenyl chloride), C1CCOC1 (THF). The solvent is C1(=CC=CC=C1)C (toluene). Conditions: temperature 80 celsius, time 2.5 hour. The product is COC1=CC=C(C=C1)C1=NSC(O1)=O (5-(4-Methoxyphenyl)-[1,3,4]oxathiazol-2-one). Isolated yield 88.0%. RXN SMILES: [CH3:1][O:2][C:3]1[CH:11]=[CH:10][C:6]([C:7]([NH2:9])=[O:8])=[CH:5][CH:4]=1.Cl[S:13]Cl.C1[CH2:19][O:18]CC1>C1(C)C=CC=CC=1>[CH3:1][O:2][C:3]1[CH:11]=[CH:10][C:6]([C:7]2[O:8][C:19](=[O:18])[S:13][N:9]=2)=[CH:5][CH:4]=1. Reported procedure: 4-Methoxybenzamide (3.0 g, 19.9 mmol) was suspended in a mixture of toluene (30 mL) and THF (15 mL), and chlorosulfenyl chloride (3.35 mL, 39.7 mmol) was then added to the suspension. The obtained mixture was stirred at 80° C. for 2.5 hours. The reaction solution was cooled to room temperature, and it was then concentrated under reduced pressure. Thereafter, diethyl ether was added to the residue, and insoluble materials were then removed by filtration, so as to obtain the title compound (3.64 g... The reactants are C1CCOC1, COC(=O)c1ccc(NCCc2c(CCN=[N+]=[N-])n(C(c3ccccc3)c3ccccc3)c3ccc(Cl)cc23)cc1, CCOC(C)=O, O, c1ccc(P(c2ccccc2)c2ccccc2)cc1. The product is COC(=O)c1ccc(NCCc2c(CCN)n(C(c3ccccc3)c3ccccc3)c3ccc(Cl)cc23)cc1. RXN SMILES: [CH2:62]1[O:63][CH2:64][CH2:65][CH2:66]1.[CH3:1][O:2][C:3]([c:4]1[cH:5][cH:6][c:7]([NH:10][CH2:11][CH2:12][c:13]2[c:14]([CH2:36][CH2:37][N:38]=[N+:39]=[N-:40])[n:15]([CH:23]([c:24]3[cH:25][cH:26][cH:27][cH:28][cH:29]3)[c:30]3[cH:31][cH:32][cH:33][cH:34][cH:35]3)[c:16]3[cH:17][cH:18][c:19]([Cl:22])[cH:20][c:21]23)[cH:8][cH:9]1)=[O:41].[CH3:67][CH2:68][O:69][C:70]([CH3:71])=[O:72].[OH2:61].[c:42]1([P:43]([c:44]2[cH:45][cH:46][cH:47][cH:48][cH:49]2)[c:50]2[cH:51][cH:52][cH:53][cH:54][cH:55]2)[cH:56][cH:57][cH:58][cH:59][cH:60]1>>[CH3:1][O:2][C:3]([c:4]1[cH:5][cH:6][c:7]([NH:10][CH2:11][CH2:12][c:13]2[c:14]([CH2:36][CH2:37][NH2:38])[n:15]([CH:23]([c:24]3[cH:25][cH:26][cH:27][cH:28][cH:29]3)[c:30]3[cH:31][cH:32][cH:33][cH:34][cH:35]3)[c:16]3[cH:17][cH:18][c:19]([Cl:22])[cH:20][c:21]23)[cH:8][cH:9]1)=[O:41]. Starting materials: COC(=O)COCC#CCN1C(=O)CCCC1CO, CCN=C=NCCCN(C)C, CS(C)=O, O=C([O-])C(F)(F)F, c1ccccc1, c1cc[nH+]cc1. Yields the product COC(=O)COCC#CCN1C(=O)CCCC1C=O. RXN SMILES: [CH3:12][O:13][C:14]([CH2:15][O:16][CH2:17][C:18]#[C:19][CH2:20][N:21]1[CH:22]([CH2:28][OH:29])[CH2:23][CH2:24][CH2:25][C:26]1=[O:27])=[O:30].[CH3:1][CH2:2][N:3]=[C:4]=[N:5][CH2:6][CH2:7][CH2:8][N:9]([CH3:10])[CH3:11].[CH3:31][S:32]([CH3:33])=[O:34].[F:35][C:36]([F:37])([F:38])[C:39]([O-:40])=[O:41].[cH:48]1[cH:49][cH:50][cH:51][cH:52][cH:53]1.[nH+:42]1[cH:43][cH:44][cH:45][cH:46][cH:47]1>>[CH3:12][O:13][C:14]([CH2:15][O:16][CH2:17][C:18]#[C:19][CH2:20][N:21]1[CH:22]([CH:28]=[O:29])[CH2:23][CH2:24][CH2:25][C:26]1=[O:27])=[O:30]. Product: O1C(=NC2=C1C=CC=C2)SCCCCCCCCN (8-(Benzoxazol-2-ylsulfanyl)-octylamine). Reaction SMILES: [SH:1][C:2]1[O:3][C:4]2[CH:10]=[CH:9][CH:8]=[CH:7][C:5]=2[N:6]=1.C([O-])([O-])=O.[K+].[K+].Br[CH2:18][CH2:19][CH2:20][CH2:21][CH2:22][CH2:23][CH2:24][CH2:25][N:26]1C(=O)C2=CC=CC=C2C1=O>>[O:3]1[C:4]2[CH:10]=[CH:9][CH:8]=[CH:7][C:5]=2[N:6]=[C:2]1[S:1][CH2:18][CH2:19][CH2:20][CH2:21][CH2:22][CH2:23][CH2:24][CH2:25][NH2:26] |f:1.2.3|. Reaction conditions: temperature 60 celsius. Reactants: SC=1OC2=C(N1)C=CC=C2 (2-mercaptobenzoxazole), C(=O)([O-])[O-].[K+].[K+] (K2CO3), BrCCCCCCCCN1C(C=2C(C1=O)=CC=CC2)=O (N-(8-bromooctyl)phthalimide). Reported procedure: To a round bottom flask with 2-mercaptobenzoxazole (2.14 g, 14.2 mmol) andDMF (100 mL) at room temperature was added K2CO3 (2.61 g, 18.9 mmol) followed by N-(8-bromooctyl)phthalimide (4.00 g, 11.8 mmol). The resulting solution was heated to 60° C. for 0.5 h and then cooled back to room temperature. At this point, the reaction mixture was quenched with H2O (100 mL) and then diluted with EtOAc (600 mL). The organic layer was washed with 1 N HCl (60 mL), sat. aq. NaHCO3 (60 mL), and brine (60 mL) a... Product: Cl.ClC=1C=NC=2C=CC(N3C2C1C(C3)CN3C[C@H]([C@H](CC3)NCC3=CC1=C(C=N3)OCS1)O)=O (3-Chloro-4-({(3R,4S)-3-hydroxy-4-[([1,3]oxathiolo[5,4-c]pyridin-6-ylmethyl)amino]-1-piperidinyl}methyl)-4,5-dihydro-7H-pyrrolo[3,2,1-de]-1,5-naphthyridin-7-one Hydrochloride). Procedure: The free base of the title compound was synthesised from racemic 4-{[(3R,4S)-4-amino-3-hydroxy-1-piperidinyl]methyl}-3-chloro-4,5-dihydro-7H-pyrrolo[3,2,1-de]-1,5-naphthyridin-7-one and [1,3]oxathiolo[5,4-c]pyridine-6-carbaldehyde (for a synthesis see WO2004058144, Example 61) according to the general method of Example 24(b). The free base of the title compound was converted to the hydrochloride by dissolving in chloroform and adding 1 equivalent of 1M HCl/diethyl ether, then evaporating to dryn... Reactants: Cl.C(C)OCC (HCl diethyl ether), N[C@@H]1[C@@H](CN(CC1)CC1CN2C=3C1=C(C=NC3C=CC2=O)Cl)O (racemic 4-{[(3R,4S)-4-amino-3-hydroxy-1-piperidinyl]methyl}-3-chloro-4,5-dihydro-7H-pyrrolo[3,2,1-de]-1,5-naphthyridin-7-one), S1COC=2C=NC(=CC21)C=O ([1,3]oxathiolo[5,4-c]pyridine-6-carbaldehyde), Cl (hydrochloride). Run in C(Cl)(Cl)Cl (chloroform). As a reaction SMILES: [NH2:1][C@H:2]1[CH2:7][CH2:6][N:5]([CH2:8][CH:9]2[C:13]3=[C:14]([Cl:22])[CH:15]=[N:16][C:17]4[CH:18]=[CH:19][C:20](=[O:21])[N:11]([C:12]=43)[CH2:10]2)[CH2:4][C@H:3]1[OH:23].[S:24]1[C:32]2[CH:31]=[C:30]([CH:33]=O)[N:29]=[CH:28][C:27]=2[O:26][CH2:25]1.Cl.Cl.C(OCC)C>C(Cl)(Cl)Cl>[ClH:22].[Cl:22][C:14]1[CH:15]=[N:16][C:17]2[CH:18]=[CH:19][C:20](=[O:21])[N:11]3[CH2:10][CH:9]([CH2:8][N:5]4[CH2:6][CH2:7][C@H:2]([NH:1][CH2:33][C:30]5[N:29]=[CH:28][C:27]6[O:26][CH2:25][S:24][C:32]=6[CH:31]=5)[C@H:3]([OH:23])[CH2:4]4)[C:13]=1[C:12]=23 |f:3.4,6.7|. Starting materials: CC1(CC(C(C2=CC(=C(C=C12)C(C)=O)C)(C)C)C)C (1,1,3,4,4,6-Hexamethyl-7-acetyl-1,2,3,4-tetrahydronaphthalene), BrBr (bromine). The solvent is C(C)(=O)O (acetic acid). Conditions: time 8 hour. Product: CC1(CC(C(C2=CC(=C(C=C12)C(CBr)=O)C)(C)C)C)C (1,1,3,4,4,6-hexamethyl-7-bromoacetyl-1,2,3,4-tetrahydronaphthalene). The yield is 37.3%. As a reaction SMILES: [CH3:1][C:2]1([CH3:19])[C:11]2[C:6](=[CH:7][C:8]([CH3:15])=[C:9]([C:12](=[O:14])[CH3:13])[CH:10]=2)[C:5]([CH3:17])([CH3:16])[CH:4]([CH3:18])[CH2:3]1.[Br:20]Br>C(O)(=O)C>[CH3:1][C:2]1([CH3:19])[C:11]2[C:6](=[CH:7][C:8]([CH3:15])=[C:9]([C:12](=[O:14])[CH2:13][Br:20])[CH:10]=2)[C:5]([CH3:17])([CH3:16])[CH:4]([CH3:18])[CH2:3]1. Procedure details: 1,1,3,4,4,6-Hexamethyl-7-acetyl-1,2,3,4-tetrahydronaphthalene (33 gm,0.12 m) was dissolved in glacial acetic acid (40 ml.) and the solution treated portionwise with bromine (20.3 gm) with stirring. The mixture was allowed to stand overnight at room temperature and poured onto ice (100 gm.). The resulting mixture was extracted with ether (3 ×100 ml.) and the combined extracts washed with saturated sodium carbonate (2 × 50 ml.) and then brine. The washed extracts were then dried (MgSO4) and the so... Reactants: C(C)(C)(C)OC(NCC1CCN(CC1)C1=C(C=C2C=CC=NC2=C1)NC(=O)C=1C=NN2C1N=CC(=C2)OCC2=CC=CC=C2)=O ((1-{6-[(6-benzyloxy-pyrazolo[1,5-a]pyrimidine-3-carbonyl)-amino]-quinolin-7-yl}-piperidin-4-ylmethyl)-carbamic acid tert-butyl ester). Reagents/catalysts: [Pd] (palladium on carbon). The solvent is C(C)O (ethanol). Run at time 2 day. Yields the product C(C)(C)(C)OC(NCC1CCN(CC1)C1=C(C=C2C=CC=NC2=C1)NC(=O)C=1C=NN2C1N=CC(=C2)O)=O ((1-{6-[(6-hydroxy-pyrazolo[1,5-a]pyrimidine-3-carbonyl)-amino]-quinolin-7-yl}-piperidin-4-ylmethyl)-carbamic acid tert-butyl ester). The yield is 64.6%. RXN SMILES: [C:1]([O:5][C:6](=[O:45])[NH:7][CH2:8][CH:9]1[CH2:14][CH2:13][N:12]([C:15]2[CH:24]=[C:23]3[C:18]([CH:19]=[CH:20][CH:21]=[N:22]3)=[CH:17][C:16]=2[NH:25][C:26]([C:28]2[CH:29]=[N:30][N:31]3[CH:36]=[C:35]([O:37]CC4C=CC=CC=4)[CH:34]=[N:33][C:32]=23)=[O:27])[CH2:11][CH2:10]1)([CH3:4])([CH3:3])[CH3:2]>[Pd].C(O)C>[C:1]([O:5][C:6](=[O:45])[NH:7][CH2:8][CH:9]1[CH2:14][CH2:13][N:12]([C:15]2[CH:24]=[C:23]3[C:18]([CH:19]=[CH:20][CH:21]=[N:22]3)=[CH:17][C:16]=2[NH:25][C:26]([C:28]2[CH:29]=[N:30][N:31]3[CH:36]=[C:35]([OH:37])[CH:34]=[N:33][C:32]=23)=[O:27])[CH2:11][CH2:10]1)([CH3:4])([CH3:2])[CH3:3]. Reported procedure: A mixture of (1-{6-[(6-benzyloxy-pyrazolo[1,5-a]pyrimidine-3-carbonyl)-amino]-quinolin-7-yl}-piperidin-4-ylmethyl)-carbamic acid tert-butyl ester (0.4 g) and palladium on carbon (10%, 50 mg) in ethanol (20 mL) was stirred under hydrogen atmosphere (balloon pressure) for 2 days. The resulting mixture was filtered over a CELITE™ pad and the filtrate was evaporated under reduced pressure. The crude residue was purified by flash chromatography to afford 0.220 g of (1-{6-[(6-hydroxy-pyrazolo[1,5-a]py... The reactants are CC1=C(C(=CC(=C1)OC1=CC=CC=C1)C)C(C)=O (1-(2,6-dimethyl-4-phenoxyphenyl)ethanone), [Br-].[Br-].[Br-].C(CCC)[N+](CCCC)(CCCC)CCCC.C(CCC)[N+](CCCC)(CCCC)CCCC.C(CCC)[N+](CCCC)(CCCC)CCCC (tetrabutylammoniumtribromide). Run in C(C)#N (acetonitrile). Reaction conditions: time 8 hour. The product is BrCC(=O)C1=C(C=C(C=C1C)OC1=CC=CC=C1)C (2-bromo-1-(2,6-dimethyl-4-phenoxyphenyl)ethanone). Yield: 100.3%. Reaction SMILES: [CH3:1][C:2]1[CH:7]=[C:6]([O:8][C:9]2[CH:14]=[CH:13][CH:12]=[CH:11][CH:10]=2)[CH:5]=[C:4]([CH3:15])[C:3]=1[C:16](=[O:18])[CH3:17].[Br-:19].[Br-].[Br-].C([N+](CCCC)(CCCC)CCCC)CCC.C([N+](CCCC)(CCCC)CCCC)CCC.C([N+](CCCC)(CCCC)CCCC)CCC>C(#N)C>[Br:19][CH2:17][C:16]([C:3]1[C:4]([CH3:15])=[CH:5][C:6]([O:8][C:9]2[CH:14]=[CH:13][CH:12]=[CH:11][CH:10]=2)=[CH:7][C:2]=1[CH3:1])=[O:18] |f:1.2.3.4.5.6|. Procedure details: To a solution of 1-(2,6-dimethyl-4-phenoxyphenyl)ethanone (3.60 g, 15.0 mmol) in acetonitrile (30 mL) was added tetrabutylammoniumtribromide (TBABr3, 7.95 g, 15.0 mmol). The reaction was stirred at room temperature overnight. The solution was concentrated under reduced pressure, added with water, and extracted with ethyl acetate. The organic layer was washed with brine, dried over anhydrous MgSO4(s), and concentrated under reduced pressure to give 2-bromo-1-(2,6-dimethyl-4-phenoxyphenyl)ethanone... The reactants are NC1=C2CN(CC2=CC=C1)C (4-amino-2,3-dihydro-2-methyl-1H-isoindole), ClC=1C(=CC(=C(C(=O)Cl)C1)OC)OC (5-chloro-2,4-dimethoxybenzoyl chloride), 6h. Solvent: ClCCl (dichloromethane). The product is Cl.CN1CC2=CC=CC(=C2C1)NC(C1=C(C=C(C(=C1)Cl)OC)OC)=O (N-(2,3-Dihydro-2-methyl-1H-isoindol-4-yl)-5-chloro-2,4-dimethoxybenzamide Hydrochloride). Isolated yield 19.1%. As a reaction SMILES: [NH2:1][C:2]1[CH:10]=[CH:9][CH:8]=[C:7]2[C:3]=1[CH2:4][N:5]([CH3:11])[CH2:6]2.[Cl:12][C:13]1[C:14]([O:24][CH3:25])=[CH:15][C:16]([O:22][CH3:23])=[C:17]([CH:21]=1)[C:18](Cl)=[O:19]>ClCCl>[ClH:12].[CH3:11][N:5]1[CH2:4][C:3]2[C:7](=[CH:8][CH:9]=[CH:10][C:2]=2[NH:1][C:18](=[O:19])[C:17]2[CH:21]=[C:13]([Cl:12])[C:14]([O:24][CH3:25])=[CH:15][C:16]=2[O:22][CH3:23])[CH2:6]1 |f:3.4|. Procedure: A solution of freshly prepared 4-amino-2,3-dihydro-2-methyl-1H-isoindole (400 mg, 3.0 mmol) in dry ethyl acethate (40 ml) under argon was treated dropwise with a solution of 5-chloro-2,4-dimethoxybenzoyl chloride (700 mg, 3.0 mmol) in a mixture of ethyl acethate (10 ml) and dichloromethane (10 ml). The reaction was stirred at room temperature for 6h and then concentrated in vacuo. The residue was triturated with diethyl ether/ethyl acethate and then crystallised twice from methanol/diethyl ether...